Dataset: the Open Reaction Database (ORD), a public repository of structured organic reaction records. Task: describe an organic reaction: reactants, conditions, products, and yield The reactants are [BH4-], CO, CC(C)(Cc1ccccc1)C(=O)C=CI, [Na+]. Yields the product CC(C)(Cc1ccccc1)C(O)C=CI. RXN SMILES: [BH4-:16].[CH3:18][OH:19].[I:1][CH:2]=[CH:3][C:4]([C:5]([CH2:6][c:7]1[cH:8][cH:9][cH:10][cH:11][cH:12]1)([CH3:13])[CH3:14])=[O:15].[Na+:17]>>[I:1][CH:2]=[CH:3][CH:4]([C:5]([CH2:6][c:7]1[cH:8][cH:9][cH:10][cH:11][cH:12]1)([CH3:13])[CH3:14])[OH:15]. Reactants: C1(CCCCC1)CS(=O)(=O)N1[C@@H](CCCC1)C1=NOC(=N1)COC1=CC=C(CN2C(C3=CC=CC=C3C2=O)=O)C=C1 (2-[4-(3-[(2S)-1-cyclohexylmethylsulfonyl-2-piperidyl]-1,2,4-oxadiazol-5-ylmethoxy)benzyl]-1,3-isoindolinedione), CN (methylamine). Product: N (ammonia), C1(CCCCC1)CS(=O)(=O)N1[C@@H](CCCC1)C1=NOC(=N1)COC1=CC=C(CN)C=C1 (4-[3-((2S)-1-[cyclohexylmethylsulfonyl]-2-piperidyl)-1,2,4-oxadiazol-5-ylmethoxy]benzylamine). Reaction SMILES: [CH:1]1([CH2:7][S:8]([N:11]2[CH2:16][CH2:15][CH2:14][CH2:13][C@H:12]2[C:17]2[N:21]=[C:20]([CH2:22][O:23][C:24]3[CH:41]=[CH:40][C:27]([CH2:28][N:29]4C(=O)C5C(=CC=CC=5)C4=O)=[CH:26][CH:25]=3)[O:19][N:18]=2)(=[O:10])=[O:9])[CH2:6][CH2:5][CH2:4][CH2:3][CH2:2]1.CN>>[NH3:11].[CH:1]1([CH2:7][S:8]([N:11]2[CH2:16][CH2:15][CH2:14][CH2:13][C@H:12]2[C:17]2[N:21]=[C:20]([CH2:22][O:23][C:24]3[CH:41]=[CH:40][C:27]([CH2:28][NH2:29])=[CH:26][CH:25]=3)[O:19][N:18]=2)(=[O:9])=[O:10])[CH2:6][CH2:5][CH2:4][CH2:3][CH2:2]1. Procedure: The title compound was prepared by a similar method to Example 11 from 2-[4-(3-[(2S)-1-cyclohexylmethylsulfonyl-2-piperidyl]-1,2,4-oxadiazol-5-ylmethoxy)benzyl]-1,3-isoindolinedione [see Preparation 23] and methylamine. The crude product was purified by column chromatography on silica gel eluting with a solvent gradient of 100:0:0 changing to 90:10:1, by volume, dichloromethane:methanol:0.88 aqueous ammonia solution to afford 4-[3-((2S)-1-[cyclohexylmethylsulfonyl]-2-piperidyl)-1,2,4-oxadiazol-5... As a reaction SMILES: [C:1](#[N:2])[c:3]1[c:4]([C:17]([F:18])([F:19])[F:20])[cH:5][c:6]([O:7][CH:8]([C:9](=[O:10])[OH:11])[CH2:12][CH2:13][CH3:14])[cH:15][cH:16]1.[CH3:41][N:42]1[CH2:43][CH2:44][O:45][CH2:46][CH2:47]1.[CH3:49][O:50][c:51]1[cH:52][cH:53][c:54]2[nH:55][cH:56][c:57]([CH2:58][CH2:59][NH2:60])[c:61]2[cH:62]1.[ClH:48].[O:63]=[CH:64][N:65]([CH3:66])[CH3:67].[OH:21][n:22]1[c:23]2[cH:24][cH:25][cH:26][cH:27][c:28]2[n:29][n:30]1.[OH:31][n:32]1[c:33]2[c:34]([cH:35][cH:36][cH:37][cH:38]2)[n:39][n:40]1>>[C:1](#[N:2])[c:3]1[c:4]([C:17]([F:18])([F:19])[F:20])[cH:5][c:6]([O:7][CH:8]([C:9](=[O:11])[NH:60][CH2:59][CH2:58][c:57]2[cH:56][nH:55][c:54]3[cH:53][cH:52][c:51]([O:50][CH3:49])[cH:62][c:61]32)[CH2:12][CH2:13][CH3:14])[cH:15][cH:16]1. Starting materials: CCCC(Oc1ccc(C#N)c(C(F)(F)F)c1)C(=O)O, CN1CCOCC1, COc1ccc2[nH]cc(CCN)c2c1, Cl, CN(C)C=O, On1nnc2ccccc21, On1nnc2ccccc21. Yields the product CCCC(Oc1ccc(C#N)c(C(F)(F)F)c1)C(=O)NCCc1c[nH]c2ccc(OC)cc12.